This data is from the Open Reaction Database (ORD), a public repository of structured organic reaction records. The task is: describe an organic reaction: reactants, conditions, products, and yield Reactants: ClC1=NC=2N3C(CN(C2C=N1)CC1=CC=C(C=C1)S(=O)(=O)C)COCC3 (2-chloro-5-(4-(methylsulfonyl)benzyl)-5,6,6a,7,9,10-hexahydro-[1,4]oxazino[3,4-h]pteridine), CC1(OB(OC1(C)C)C1=C2C=CNC2=CC=C1)C (4-(4,4,5,5-tetramethyl-1,3,2-dioxaborolan-2-yl)-1H-indole). Reagents/catalysts: C1=CC=C(C=C1)P([C-]2C=CC=C2)C3=CC=CC=C3.C1=CC=C(C=C1)P([C-]2C=CC=C2)C3=CC=CC=C3.Cl[Pd]Cl.[Fe+2] (PdCl2(dppf)). The solvent is O1CCOCC1 (dioxane), C(=O)(O)[O-].[Na+] (NaHCO3). The product is N1C=CC2=C(C=CC=C12)C1=NC=2N3C(CN(C2C=N1)CC1=CC=C(C=C1)S(=O)(=O)C)COCC3 (2-(1H-indol-4-yl)-5-(4-(methylsulfonyl)benzyl)-5,6,6a,7,9,10-hexahydro-[1,4]oxazino[3,4-h]pteridine). As a reaction SMILES: Cl[C:2]1[N:11]=[CH:10][C:9]2[N:8]([CH2:12][C:13]3[CH:18]=[CH:17][C:16]([S:19]([CH3:22])(=[O:21])=[O:20])=[CH:15][CH:14]=3)[CH2:7][CH:6]3[CH2:23][O:24][CH2:25][CH2:26][N:5]3[C:4]=2[N:3]=1.CC1(C)C(C)(C)OB([C:35]2[CH:43]=[CH:42][CH:41]=[C:40]3[C:36]=2[CH:37]=[CH:38][NH:39]3)O1>O1CCOCC1.C([O-])(O)=O.[Na+].C1C=CC(P(C2C=CC=CC=2)[C-]2C=CC=C2)=CC=1.C1C=CC(P(C2C=CC=CC=2)[C-]2C=CC=C2)=CC=1.Cl[Pd]Cl.[Fe+2]>[NH:39]1[C:40]2[C:36](=[C:35]([C:2]3[N:11]=[CH:10][C:9]4[N:8]([CH2:12][C:13]5[CH:18]=[CH:17][C:16]([S:19]([CH3:22])(=[O:21])=[O:20])=[CH:15][CH:14]=5)[CH2:7][CH:6]5[CH2:23][O:24][CH2:25][CH2:26][N:5]5[C:4]=4[N:3]=3)[CH:43]=[CH:42][CH:41]=2)[CH:37]=[CH:38]1 |f:3.4,5.6.7.8|. Procedure details: The title compound was prepared in a manner similar to EXAMPLE 3 using 2-chloro-5-(4-(methylsulfonyl)benzyl)-5,6,6a,7,9,10-hexahydro-[1,4]oxazino[3,4-h]pteridine (PREPARATION x9, 50 mg, 0.127 mmol), 4-(4,4,5,5-tetramethyl-1,3,2-dioxaborolan-2-yl)-1H-indole (61.6 mg, 0.253 mmol) and PdCl2(dppf) (4.63 mg, 6.33 μmol) in dioxane (2 mL) and aqueous saturated NaHCO3 (0.4 mL). 1H NMR (400 MHz, DMSO-d6) δ 3.22 (m, 4H), 3.48-3.55 (m, 1H), 3.57-3.68 (m, 1H), 3.93-4.05 (m, 2H), 4.07-4.17 (m, 1H), 4.68-4.79... The reactants are S(=O)(=O)(O)O.ClC1=C(C=CC(=C1)N)N (2-chloro-p-phenylenediamine sulfate), P(OCC)(OCC)(=O)N=C=S (diethyl phosphoroisothiocyanatidate). Run in C(Cl)(Cl)Cl (chloroform). Product: C(C)OP(OCC)(=O)NC(=S)NC1=CC(=C(C=C1)NC(=S)NP(OCC)(OCC)=O)Cl (Tetraethyl-{(2-chloro-p-phenylene)bis [imino(thiocarbonyl)]}diphosphoramidate). RXN SMILES: S(O)(O)(=O)=O.[Cl:6][C:7]1[CH:12]=[C:11]([NH2:13])[CH:10]=[CH:9][C:8]=1[NH2:14].[P:15]([N:23]=[C:24]=[S:25])(=[O:22])([O:19][CH2:20][CH3:21])[O:16][CH2:17][CH3:18]>C(Cl)(Cl)Cl>[CH2:17]([O:16][P:15]([NH:23][C:24]([NH:13][C:11]1[CH:10]=[CH:9][C:8]([NH:14][C:24]([NH:23][P:15](=[O:22])([O:16][CH2:17][CH3:18])[O:19][CH2:20][CH3:21])=[S:25])=[C:7]([Cl:6])[CH:12]=1)=[S:25])(=[O:22])[O:19][CH2:20][CH3:21])[CH3:18] |f:0.1|. Procedure details: Employing the process of Example 1 in every detail except that 2-chloro-p-phenylenediamine sulfate is neutralized and allowed to react with two equivalents of diethyl phosphoroisothiocyanatidate ##STR7## in chloroform instead of methylene chloride to afford the title compound, m.p. 148°-149° C. Starting materials: BrCCCCC12C(NC=3C=CC=C(C13)CCC2)=O (2a-(4-bromobutyl)-2a,3,4,5-tetrahydrobenz[cd]indole-2(1H)-one), ClC1=CC(=CC=C1)C(=O)OO (m-chloroperbenzoic acid), FC(C(=O)O)(F)F (trifluoroacetic acid). The solvent is C(Cl)Cl (methylene chloride). Run at time 2 hour. Product: C(C)(=O)OC1=C2C=3C(C(NC3C=C1)=O)(CCC2)CCCCBr (6-Acetoxy-2a-(4-bromobutyl)-2a,3,4,5-tetrahydrobenz[cd]indole-2(1H)-one). The yield is 92.4%. As a reaction SMILES: [Br:1][CH2:2][CH2:3][CH2:4][CH2:5][C:6]12[CH2:17][CH2:16][CH2:15][C:13]3[C:14]1=[C:9]([CH:10]=[CH:11][CH:12]=3)[NH:8][C:7]2=[O:18].ClC1C=CC=[C:22]([C:26]([O:28]O)=[O:27])C=1.FC(F)(F)C(O)=O>C(Cl)Cl>[C:26]([O:28][C:12]1[CH:11]=[CH:10][C:9]2[NH:8][C:7](=[O:18])[C:6]3([CH2:5][CH2:4][CH2:3][CH2:2][Br:1])[CH2:17][CH2:16][CH2:15][C:13]=1[C:14]=23)(=[O:27])[CH3:22]. Reported procedure: A 2 ml portion of methylene chloride solution of 2a-(4-bromobutyl)-2a,3,4,5-tetrahydrobenz[cd]indole-2(1H)-one (94 mg, 0.26 mmol) was cooled to 0° C. and then mixed with 93 mg (0.52 mmol) of m-chloroperbenzoic acid and 21 μl (0.26 mmol) of trifluoroacetic acid. After 2 hours of stirring in the dark at a room temperature, the reaction solution was extracted with chloroform and washed with sodium sulfite and sodium bicarbonate in that order. After drying (Na2SO4), the solvent was evaporated under ... Starting materials: C(C1=CC=CC=C1)N1CCC(CC1)OCC1CCN(CC1)C(=O)OC(C)(C)C (1-benzyl-4-[(1-tert-butyloxycarbonylpiperidin-4-yl)methyloxy]piperidine). The reagents and catalysts are [OH-].[OH-].[Pd+2] (palladium hydroxide on carbon). The solvent is CO (methanol). The product is C(C)(C)(C)OC(=O)N1CCC(CC1)COC1CCNCC1 (4-[(1-tert-Butyloxycarbonylpiperidin-4-yl)methyloxy]piperidine). Reaction SMILES: C([N:8]1[CH2:13][CH2:12][CH:11]([O:14][CH2:15][CH:16]2[CH2:21][CH2:20][N:19]([C:22]([O:24][C:25]([CH3:28])([CH3:27])[CH3:26])=[O:23])[CH2:18][CH2:17]2)[CH2:10][CH2:9]1)C1C=CC=CC=1>CO.[OH-].[OH-].[Pd+2]>[C:25]([O:24][C:22]([N:19]1[CH2:20][CH2:21][CH:16]([CH2:15][O:14][CH:11]2[CH2:12][CH2:13][NH:8][CH2:9][CH2:10]2)[CH2:17][CH2:18]1)=[O:23])([CH3:28])([CH3:26])[CH3:27] |f:2.3.4|. Reported procedure: 8.04 g (21 mmol) of 1-benzyl-4-[(1-tert-butyloxycarbonylpiperidin-4-yl)methyloxy]piperidine are exhaustively hydrogenated analogously to Example 5 over palladium hydroxide on carbon in methanol.